Dataset: the Open Reaction Database (ORD), a public repository of structured organic reaction records. Task: describe an organic reaction: reactants, conditions, products, and yield Starting materials: O=C(O)C(CCCBr)(c1ccc(F)cc1)c1ccc(F)cc1, ClC(Cl)Cl, O=S(Cl)Cl. Yields the product O=C(Cl)C(CCCBr)(c1ccc(F)cc1)c1ccc(F)cc1. RXN SMILES: [Br:1][CH2:2][CH2:3][CH2:4][C:5]([C:6](=[O:7])[OH:8])([c:9]1[cH:10][cH:11][c:12]([F:15])[cH:13][cH:14]1)[c:16]1[cH:17][cH:18][c:19]([F:22])[cH:20][cH:21]1.[Cl:27][CH:28]([Cl:29])[Cl:30].[S:23]([Cl:24])([Cl:25])=[O:26]>>[Br:1][CH2:2][CH2:3][CH2:4][C:5]([C:6](=[O:7])[Cl:25])([c:9]1[cH:10][cH:11][c:12]([F:15])[cH:13][cH:14]1)[c:16]1[cH:17][cH:18][c:19]([F:22])[cH:20][cH:21]1. Starting materials: N(=[N+]=[N-])[C@H](C(=O)O)[C@H](C1CCOCC1)C1=CC=C(C=C1)F ((2S,3R)-2-Azido-3-(4-fluorophenyl)-3-(tetrahydro-2H-pyran-4-yl)propanoic acid), NC=1C=NC=C(C1CC[C@@H]1CN([C@H](CO1)COC(=O)NCC(F)(F)F)C(=O)OC(C)(C)C)F (tert-Butyl (2R,5R)-2-(2-(3-amino-5-fluoropyridin-4-yl)ethyl)-5-(2,2,2-trifluoroethylaminocarbonyloxymethyl)morpholine-4-carboxylate). Yields the product FC1=CC=C([C@H]([C@H](N)C(=O)NC=2C=NC=C(C2CC[C@@H]2CN[C@@H](CO2)COC(NCC(F)(F)F)=O)F)C2CCOCC2)C=C1 ((βR)-4-Fluoro-N-(5-fluoro-4-{2-[(2R,5S)-5-({[(2,2,2-trifluoroethyl)carbamoyl]oxy}methyl)morpholin-2-yl]ethyl}pyridin-3-yl)-β-(tetrahydro-2H-pyran-4-yl)-L-phenylalaninamide). As a reaction SMILES: [N:1]([C@@H:4]([C@@H:8]([C:15]1[CH:20]=[CH:19][C:18]([F:21])=[CH:17][CH:16]=1)[CH:9]1[CH2:14][CH2:13][O:12][CH2:11][CH2:10]1)[C:5]([OH:7])=O)=[N+]=[N-].[NH2:22][C:23]1[CH:24]=[N:25][CH:26]=[C:27]([F:54])[C:28]=1[CH2:29][CH2:30][C@H:31]1[O:36][CH2:35][C@H:34]([CH2:37][O:38][C:39]([NH:41][CH2:42][C:43]([F:46])([F:45])[F:44])=[O:40])[N:33](C(OC(C)(C)C)=O)[CH2:32]1>>[F:21][C:18]1[CH:19]=[CH:20][C:15]([C@@H:8]([CH:9]2[CH2:14][CH2:13][O:12][CH2:11][CH2:10]2)[C@@H:4]([C:5]([NH:22][C:23]2[CH:24]=[N:25][CH:26]=[C:27]([F:54])[C:28]=2[CH2:29][CH2:30][C@H:31]2[O:36][CH2:35][C@@H:34]([CH2:37][O:38][C:39](=[O:40])[NH:41][CH2:42][C:43]([F:45])([F:46])[F:44])[NH:33][CH2:32]2)=[O:7])[NH2:1])=[CH:16][CH:17]=1. Procedure: The title compound was prepared from the product of step 1 and the product of step 4 of Example 89 using the procedures given in steps 2-4 of Example 93. MS (ES) m/z=630 (M+H)+. The reactants are ClC=1C=CC2=C(NC(C(=CC2=O)OC)=O)C1 (8-Chloro-2,5-dihydro-2,5-dioxo-3-methoxy-1H-benz[b]azepine), B(Br)(Br)Br (boron tribromide), C([O-])(O)=O.[Na+] (sodium bicarbonate), Formula II, R3Cl, Cl (hydrochloric acid). Solvent: C(Cl)Cl (methylene chloride). Reaction conditions: time 0.42 hour. The product is ClC=1C=CC2=C(NC(C(=CC2=O)O)=O)C1 (8-Chloro-2,5-dihydro-2,5-dioxo-3-hydroxy-1H-benz[b]azepine). Yield: 92.0%. RXN SMILES: [Cl:1][C:2]1[CH:3]=[CH:4][C:5]2[C:11](=[O:12])[CH:10]=[C:9]([O:13]C)[C:8](=[O:15])[NH:7][C:6]=2[CH:16]=1.B(Br)(Br)Br.C(=O)(O)[O-].[Na+].Cl>C(Cl)Cl>[Cl:1][C:2]1[CH:3]=[CH:4][C:5]2[C:11](=[O:12])[CH:10]=[C:9]([OH:13])[C:8](=[O:15])[NH:7][C:6]=2[CH:16]=1 |f:2.3|. Procedure: 8-Chloro-2,5-dihydro-2,5-dioxo-3-methoxy-1H-benz[b]azepine [Formula II: RI=R2 =R4 =H; R3Cl; R5 =CH3 ](0.0789 g, 0.332 mM) was added to a solution of 1.01 mL (1.OM, CH2Cl2) boron tribromide in 1.8 mL dry methylene chloride under nitrogen. The suspension was stirred at room temperature for 0.42 hours. The reaction mixture was poured into 7 mL of saturated aqueous sodium bicarbonate and stirred for 0.25 hours. The homogeneous solution was then adjusted to pH=5 by slow addition of concentrated hydro... The reactants are BrC=1C=C(C=O)C=C(C1NCCOC)S(=O)(=O)N1CCOCC1 (3-Bromo-4-(2-methoxy-ethylamino)-5-(morpholine-4-sulfonyl)-benzaldehyde), C/C(=C\C#N)/N (3-aminocrotonitrile), C(CC)C1CC(CC(C1)=O)=O (5-propylcyclohexane-1,3-dione). Run in C(C)O (ethanol). Conditions: temperature 80 celsius, time 17 hour. Yields the product BrC=1C=C(C=C(C1NCCOC)S(=O)(=O)N1CCOCC1)C1C(=C(NC=2CC(CC(C12)=O)CCC)C)C#N (4-[3-Bromo-4-(2-methoxy-ethylamino)-5-(morpholine-4-sulfonyl)-phenyl]-2-methyl-5-oxo-7-propyl-1,4,5,6,7,8-hexahydro-quinoline-3-carbonitrile). Reaction SMILES: [Br:1][C:2]1[CH:3]=[C:4]([CH:7]=[C:8]([S:15]([N:18]2[CH2:23][CH2:22][O:21][CH2:20][CH2:19]2)(=[O:17])=[O:16])[C:9]=1[NH:10][CH2:11][CH2:12][O:13][CH3:14])[CH:5]=O.[CH3:24]/[C:25](/[NH2:29])=[CH:26]\[C:27]#[N:28].[CH2:30]([CH:33]1[CH2:38][C:37](=O)[CH2:36][C:35](=[O:40])[CH2:34]1)[CH2:31][CH3:32]>C(O)C>[Br:1][C:2]1[CH:3]=[C:4]([CH:5]2[C:36]3[C:35](=[O:40])[CH2:34][CH:33]([CH2:30][CH2:31][CH3:32])[CH2:38][C:37]=3[NH:29][C:25]([CH3:24])=[C:26]2[C:27]#[N:28])[CH:7]=[C:8]([S:15]([N:18]2[CH2:23][CH2:22][O:21][CH2:20][CH2:19]2)(=[O:17])=[O:16])[C:9]=1[NH:10][CH2:11][CH2:12][O:13][CH3:14]. Reported procedure: A mixture of the product of step d (61 mg), 3-aminocrotonitrile (12.3 mg) and 5-propylcyclohexane-1,3-dione (23.1 mg) in ethanol (5 ml) was stirred at 80° C. for 17 h. The reaction mixture was concentrated in vacuo and the residue was purified by preparative HPLC (Method B). Yield: 57 mg. MS-ESI: [M+H]+=607.3/609.3; HPLC: Rt=16.51 min. (diast. 1) Rt=16.83 min. (diast. 2) (method 1). Diast. ratio: 9:1 The reactants are O (water), FC(OC1=C(C=C(C=C1)C=1OC=C(N1)CCC(=O)C1=NC=CC=C1C)O)F (3-[2-(4-difluoromethoxy-3-hydroxyphenyl)oxazol-4-yl]-1-(3-methylpyridin-2-yl)propan-1-one), N12CCCCCC2=NCCC1 (1,8-diazabicyclo[5,4,0]undec-7-ene), BrCCC (1-bromopropane). Run in C(C)(=O)OCC (ethyl acetate), C(C)O (ethanol). Product: FC(OC1=C(C=C(C=C1)C=1OC=C(N1)CCC(=O)C1=NC=CC=C1C)OCCC)F (3-[2-(4-difluoromethoxy-3-propoxyphenyl)oxazol-4-yl]-1-(3-methylpyridin-2-yl)propan-1-one). As a reaction SMILES: [F:1][CH:2]([F:27])[O:3][C:4]1[CH:9]=[CH:8][C:7]([C:10]2[O:11][CH:12]=[C:13]([CH2:15][CH2:16][C:17]([C:19]3[C:24]([CH3:25])=[CH:23][CH:22]=[CH:21][N:20]=3)=[O:18])[N:14]=2)=[CH:6][C:5]=1[OH:26].N12CCCN=C1CC[CH2:31][CH2:30][CH2:29]2.BrCCC.O>C(O)C.C(OCC)(=O)C>[F:27][CH:2]([F:1])[O:3][C:4]1[CH:9]=[CH:8][C:7]([C:10]2[O:11][CH:12]=[C:13]([CH2:15][CH2:16][C:17]([C:19]3[C:24]([CH3:25])=[CH:23][CH:22]=[CH:21][N:20]=3)=[O:18])[N:14]=2)=[CH:6][C:5]=1[O:26][CH2:29][CH2:30][CH3:31]. Procedure: A 80 mg quantity of the compound obtained in Example 327 and 0.09 ml of 1,8-diazabicyclo[5,4,0]undec-7-ene were dissolved in 2 ml of ethanol, 80 mg of 1-bromopropane was then added to the obtained solution, and heated and refluxed overnight. After cooling, water was added to the obtained reaction mixture, and ethyl acetate extraction was performed. The organic layer was washed twice with water, concentrated under reduced pressure, and the obtained residue was purified by silica gel column chroma... Reactants: C1(CCCCC1)N=C=NC1CCCCC1 (dicyclohexylcarbodiimide), OC(CN)C1OC(OC1)(C)C (2-hydroxy-2-(2,2-dimethyl-1,3-dioxolan-4-yl)-ethylamine), OC1=CC=CC=2NN=NC21 (hydroxybenzotriazole), FC1=C(C(=CC(=C1)F)F)NS(=O)(=O)CC(=O)O (2-[N-(2,4,6-trifluorophenyl)sulfamoyl] acetic acid). Run in CN(C)C=O (DMF). Run at temperature -10 celsius, time 1 hour. Product: OC(CNC(CS(NC1=C(C=C(C=C1F)F)F)(=O)=O)=O)C1OC(OC1)(C)C (2-[N-(2,4,6-Trifluorophenyl)sulfamoyl]-acetic acid-[2-hydroxy-2-(2,2-dimethyl-1,3-dioxolan-4-yl)-ethylamide]). As a reaction SMILES: [F:1][C:2]1[CH:7]=[C:6]([F:8])[CH:5]=[C:4]([F:9])[C:3]=1[NH:10][S:11]([CH2:14][C:15]([OH:17])=O)(=[O:13])=[O:12].[OH:18][CH:19]([CH:22]1[CH2:26][O:25][C:24]([CH3:28])([CH3:27])[O:23]1)[CH2:20][NH2:21].OC1C2N=NNC=2C=CC=1.C1(N=C=NC2CCCCC2)CCCCC1>CN(C=O)C>[OH:18][CH:19]([CH:22]1[CH2:26][O:25][C:24]([CH3:28])([CH3:27])[O:23]1)[CH2:20][NH:21][C:15](=[O:17])[CH2:14][S:11](=[O:12])(=[O:13])[NH:10][C:3]1[C:4]([F:9])=[CH:5][C:6]([F:8])=[CH:7][C:2]=1[F:1]. Procedure: 1.38 g (3.16 mmol) of 2-[N-(2,4,6-trifluorophenyl)sulfamoyl] acetic acid is dissolved in 20 ml of DMF with exclusion of moisture and under argon atmosphere, 509 mg (3.16 mmol) of 2-hydroxy-2-(2,2-dimethyl-1,3-dioxolan-4-yl)-ethylamine and 484 mg (3.16 mmol) of hydroxybenzotriazole are added and the solution is cooled to -10° C. 652 mg (3.16 mmol) of dicyclohexylcarbodiimide is added to the cooled solution, it is stirred for one hour at -10° C and for 12 more hours at room temperature. The turbid... Starting materials: FC1=C(C=CC(=C1)B1OC(C(O1)(C)C)(C)C)C=1N=CC(=NC1)N (5-(2-fluoro-4-(4,4,5,5-tetramethyl-1,3,2-dioxaborolan-2-yl)phenyl)pyrazin-2-amine), BrC1=C(C=CC=C1)CS(=O)(=O)NCCO (1-(2-bromophenyl)-N-(2-hydroxyethyl)methanesulfonamide). The product is C(=O)O.NC=1N=CC(=NC1)C1=C(C=C(C=C1)C1=C(C=CC=C1)CS(=O)(=O)NCCO)F (1-[4′-(5-Aminopyrazin-2-yl)-3′-fluorobiphenyl-2-yl]-N-(2-hydroxyethyl)methanesulfonamide formic acid salt). RXN SMILES: [F:1][C:2]1[CH:7]=[C:6](B2[O:12][C:11](C)(C)C(C)(C)O2)[CH:5]=[CH:4][C:3]=1[C:17]1[N:18]=[CH:19][C:20]([NH2:23])=[N:21][CH:22]=1.Br[C:25]1[CH:30]=[CH:29][CH:28]=[CH:27][C:26]=1[CH2:31][S:32]([NH:35][CH2:36][CH2:37][OH:38])(=[O:34])=[O:33]>>[CH:11]([OH:12])=[O:33].[NH2:23][C:20]1[N:21]=[CH:22][C:17]([C:3]2[CH:4]=[CH:5][C:6]([C:25]3[CH:30]=[CH:29][CH:28]=[CH:27][C:26]=3[CH2:31][S:32]([NH:35][CH2:36][CH2:37][OH:38])(=[O:34])=[O:33])=[CH:7][C:2]=2[F:1])=[N:18][CH:19]=1 |f:2.3|. Reported procedure: The title compound was prepared using analogous conditions to those described in Example 1 utilizing 5-(2-fluoro-4-(4,4,5,5-tetramethyl-1,3,2-dioxaborolan-2-yl)phenyl)pyrazin-2-amine and 1-(2-bromophenyl)-N-(2-hydroxyethyl)methanesulfonamide. MS (ESI): mass calcd. for C19H19FN4O3S, 402.12; m/z found, 403.0 [M+H]+. 1H NMR (400 MHz, CD3OD) δ 8.38 (d, J=1.2, 1H), 8.31 (s, 1H), 8.02 (m, 1H), 7.70-7.63 (m, 1H), 7.49-7.40 (m, 2H), 7.40-7.30 (m, 3H), 4.40 (s, 2H), 3.51 (t, J=5.9, 2H), 2.95 (t, J=5.9, 2...